This data is from the Open Reaction Database (ORD), a public repository of structured organic reaction records. The task is: describe an organic reaction: reactants, conditions, products, and yield Starting materials: CC(C)(C)OC(=O)N1CCN(c2cccc(B(O)O)c2)CC1, O=C([O-])[O-], CN(C)C=O, Clc1ccc2nc(Cl)nc(Cl)c2c1, [K+], [K+]. Yields the product CC(C)(C)OC(=O)N1CCN(c2cccc(-c3nc(Cl)nc4ccc(Cl)cc34)c2)CC1. RXN SMILES: [C:1]([CH3:2])([CH3:3])([CH3:4])[O:5][C:6](=[O:7])[N:8]1[CH2:9][CH2:10][N:11]([c:14]2[cH:15][c:16]([B:20]([OH:21])[OH:22])[cH:17][cH:18][cH:19]2)[CH2:12][CH2:13]1.[C:36](=[O:37])([O-:38])[O-:39].[CH3:42][N:43]([CH3:44])[CH:45]=[O:46].[Cl:23][c:24]1[n:25][c:26]2[cH:27][cH:28][c:29]([Cl:35])[cH:30][c:31]2[c:32]([Cl:34])[n:33]1.[K+:40].[K+:41]>>[C:1]([CH3:2])([CH3:3])([CH3:4])[O:5][C:6](=[O:7])[N:8]1[CH2:9][CH2:10][N:11]([c:14]2[cH:15][c:16](-[c:32]3[c:31]4[c:26]([n:25][c:24]([Cl:23])[n:33]3)[cH:27][cH:28][c:29]([Cl:35])[cH:30]4)[cH:17][cH:18][cH:19]2)[CH2:12][CH2:13]1. Reactants: BrC1=C(C=CC=C1)C(CCC=1N=C(SC1)C1=CC(=C(C=C1)OCC)OCC)=O (1-(2-bromophenyl)-3-[2-(3,4-diethoxyphenyl)thiazole-4-yl]propane-1-one), CN(C)C=O (DMF), O (water), C(C)(=O)OCC (ethyl acetate). The reagents and catalysts are [C-]#N.[Zn+2].[C-]#N (Zinc (II) cyanide), C=1C=CC(=CC1)[P](C=2C=CC=CC2)(C=3C=CC=CC3)[Pd]([P](C=4C=CC=CC4)(C=5C=CC=CC5)C=6C=CC=CC6)([P](C=7C=CC=CC7)(C=8C=CC=CC8)C=9C=CC=CC9)[P](C=1C=CC=CC1)(C=1C=CC=CC1)C=1C=CC=CC1 (tetrakis(triphenylphosphine)palladium). Run at temperature 100 celsius. Yields the product C(C)OC=1C=C(C=CC1OCC)C=1SC=C(N1)CCC(=O)C1=C(C#N)C=CC=C1 (2-{3-[2-(3,4-diethoxyphenyl)thiazole-4-yl]propionyl}benzonitrile). Isolated yield 53.0%. Reaction SMILES: Br[C:2]1[CH:7]=[CH:6][CH:5]=[CH:4][C:3]=1[C:8](=[O:28])[CH2:9][CH2:10][C:11]1[N:12]=[C:13]([C:16]2[CH:21]=[CH:20][C:19]([O:22][CH2:23][CH3:24])=[C:18]([O:25][CH2:26][CH3:27])[CH:17]=2)[S:14][CH:15]=1.O.C(OCC)(=O)C.[CH3:36][N:37](C=O)C>[C-]#N.[Zn+2].[C-]#N.C1C=CC([P]([Pd]([P](C2C=CC=CC=2)(C2C=CC=CC=2)C2C=CC=CC=2)([P](C2C=CC=CC=2)(C2C=CC=CC=2)C2C=CC=CC=2)[P](C2C=CC=CC=2)(C2C=CC=CC=2)C2C=CC=CC=2)(C2C=CC=CC=2)C2C=CC=CC=2)=CC=1>[CH2:26]([O:25][C:18]1[CH:17]=[C:16]([C:13]2[S:14][CH:15]=[C:11]([CH2:10][CH2:9][C:8]([C:3]3[CH:4]=[CH:5][CH:6]=[CH:7][C:2]=3[C:36]#[N:37])=[O:28])[N:12]=2)[CH:21]=[CH:20][C:19]=1[O:22][CH2:23][CH3:24])[CH3:27] |f:4.5.6,^1:49,51,70,89|. Reported procedure: Zinc (II) cyanide (purity of 60%) (140 mg, 0.7 mmol) and tetrakis(triphenylphosphine)palladium (19 mg, 0.016 mmol) were added to a solution (1 ml) of 1-(2-bromophenyl)-3-[2-(3,4-diethoxyphenyl)thiazole-4-yl]propane-1-one (150 mg, 0.33 mmol) in DMF, and the mixture was stirred with heating in an argon atmosphere at 100° C. for 2 hours. After cooling to room temperature, water and ethyl acetate was added to the reaction mixture, the resulting mixture was filtered through Celite, and the filtrate w... Reactants: C(C(=O)Cl)(=O)Cl (Oxalyl chloride), S1C=NC=C1 (Thiazole), 8, CN(C)C=O (DMF), C1CCOC1 (THF). Reaction conditions: time 30 minute. The product is N1=CC=CC2=CC=CC=C12 (Quinoline). Isolated yield 70.0%. RXN SMILES: [C:1](Cl)(=O)[C:2](Cl)=O.S1[CH:11]=[CH:10][N:9]=[CH:8]1.CN(C=O)C.[CH2:17]1[CH2:21]O[CH2:19][CH2:18]1>>[N:9]1[C:10]2[C:11](=[CH:19][CH:18]=[CH:17][CH:21]=2)[CH:2]=[CH:1][CH:8]=1. Procedure: Oxalyl chloride (8.15 mL) is added dropwise to the cold mixture (10±5° C.) of Thiazole acid 8 (20.18 g) is dissolved in THF (300 mL) and DMF (300 μL) over a period of ˜5 min keeping the internal temperature at 10±5° C. The reaction mixture becomes yellow and homogenous. The cooling bath is removed and the mixture is allowed to reach ambient temperature over a period of ˜30 min. Gas evolution is observed. The mixture is stirred at ambient temperature for 30 min to 1 hour. A solution of aniline 7 ... Starting materials: CCc1ccc([N+](=O)[O-])cc1Br, CO. The product is CCc1ccc(N)cc1Br. As a reaction SMILES: [Br:1][c:2]1[c:3]([CH2:11][CH3:12])[cH:4][cH:5][c:6]([N+:8]([O-:9])=[O:10])[cH:7]1.[CH3:13][OH:14]>>[Br:1][c:2]1[c:3]([CH2:11][CH3:12])[cH:4][cH:5][c:6]([NH2:8])[cH:7]1. Starting materials: [Si](C)(C)(C)C=[N+]=[N-] (TMS-Diazomethane), O[C@H]1[C@@H]2[C@H](OC1)[C@@H](CO2)OC=2N(C=1C(=NC(=C(C1)Cl)C1=CC=C(C=C1)C1=CC=C(C=N1)N1N=CC(=C1)CC(=O)O)N2)COCC[Si](C)(C)C (2-[1-[6-[4-[2-[[(3R,3aR,6R,6aR)-3-hydroxy-2,3,3a,5,6,6a-hexahydrofuro[3,2-b]furan-6-yl]oxy]-6-chloro-1-(2-trimethylsilylethoxymethyl)-imidazo[4,5-b]pyridin-5-yl]phenyl]-3-pyridyl]pyrazol-4-yl]acetic acid). Run in CO (MeOH), C(Cl)Cl (DCM). Run at time 3.5 hour. Yields the product O[C@H]1[C@@H]2[C@H](OC1)[C@@H](CO2)OC=2N(C=1C(=NC(=C(C1)Cl)C1=CC=C(C=C1)C1=CC=C(C=N1)N1N=CC(=C1)CC(=O)OC)N2)COCC[Si](C)(C)C (methyl 2-[1-[6-[4-[2-[[(3R,3aR,6R,6aR)-3-hydroxy-2,3,3a,5,6,6a-hexahydrofuro[3,2-b]furan-6-yl]oxy]-6-chloro-1-(2-trimethylsilylethoxymethyl)imidazo[4,5-b]pyridin-5-yl]phenyl]-3-pyridyl]pyrazol-4-yl]acetate). RXN SMILES: [Si](C=[N+]=[N-])(C)(C)[CH3:2].[OH:8][C@@H:9]1[CH2:13][O:12][C@@H:11]2[C@H:14]([O:17][C:18]3[N:19]([CH2:49][O:50][CH2:51][CH2:52][Si:53]([CH3:56])([CH3:55])[CH3:54])[C:20]4[C:21]([N:48]=3)=[N:22][C:23]([C:27]3[CH:32]=[CH:31][C:30]([C:33]5[N:38]=[CH:37][C:36]([N:39]6[CH:43]=[C:42]([CH2:44][C:45]([OH:47])=[O:46])[CH:41]=[N:40]6)=[CH:35][CH:34]=5)=[CH:29][CH:28]=3)=[C:24]([Cl:26])[CH:25]=4)[CH2:15][O:16][C@H:10]12>CO.C(Cl)Cl>[OH:8][C@@H:9]1[CH2:13][O:12][C@@H:11]2[C@H:14]([O:17][C:18]3[N:19]([CH2:49][O:50][CH2:51][CH2:52][Si:53]([CH3:55])([CH3:54])[CH3:56])[C:20]4[C:21]([N:48]=3)=[N:22][C:23]([C:27]3[CH:32]=[CH:31][C:30]([C:33]5[N:38]=[CH:37][C:36]([N:39]6[CH:43]=[C:42]([CH2:44][C:45]([O:47][CH3:2])=[O:46])[CH:41]=[N:40]6)=[CH:35][CH:34]=5)=[CH:29][CH:28]=3)=[C:24]([Cl:26])[CH:25]=4)[CH2:15][O:16][C@H:10]12. Reported procedure: TMS-Diazomethane (2 M in hexanes, 0.15 mL, 0.300 mmol) was added to a stirred solution of 2-[1-[6-[4-[2-[[(3R,3aR,6R,6aR)-3-hydroxy-2,3,3a,5,6,6a-hexahydrofuro[3,2-b]furan-6-yl]oxy]-6-chloro-1-(2-trimethylsilylethoxymethyl)-imidazo[4,5-b]pyridin-5-yl]phenyl]-3-pyridyl]pyrazol-4-yl]acetic acid (27.3 mg, 0.039 mmol) in MeOH (0.5 mL) and DCM (0.5 mL). The reaction mixture was stirred at room temperature. After 3.5 hours, the reaction mixture was evaporated under reduced pressure to give the desired... The reactants are C(C1=CC=CC=C1)OC(=O)N[C@H](C(=O)OC(C)(C)C)CNC(=O)C1=NN=C(S1)CCCCNC=1NCCN1 (t-Butyl 2(S)-benzyloxycarbonylamino-3-[[2-[4-[(N-imidazolin-2-yl)amino]butyl]-1,3,4-thiadiazol-5-yl]carbonyl]aminopropionate), C(=O)(C(F)(F)F)O (TFA). Solvent: C(Cl)Cl (CH2Cl2). Conditions: time 24 hour. Yields the product OC(=O)C(F)(F)F.C(C1=CC=CC=C1)OC(=O)N[C@H](C(=O)O)CNC(=O)C1=NN=C(S1)CCCCNC=1NCCN1 (2(S)-Benzyloxycarbonylamino-3-[[2-[4-[(N-imidazolin-2-yl)amino]butyl]-1,3,4-thiadiazol-5-yl]carbonyl]aminopropionic acid TFA salt). Isolated yield 89.0%. Reaction SMILES: [CH2:1]([O:8][C:9]([NH:11][C@@H:12]([CH2:20][NH:21][C:22]([C:24]1[S:28][C:27]([CH2:29][CH2:30][CH2:31][CH2:32][NH:33][C:34]2[NH:35][CH2:36][CH2:37][N:38]=2)=[N:26][N:25]=1)=[O:23])[C:13]([O:15]C(C)(C)C)=[O:14])=[O:10])[C:2]1[CH:7]=[CH:6][CH:5]=[CH:4][CH:3]=1.[C:39]([OH:45])([C:41]([F:44])([F:43])[F:42])=[O:40]>C(Cl)Cl>[OH:45][C:39]([C:41]([F:44])([F:43])[F:42])=[O:40].[CH2:1]([O:8][C:9]([NH:11][C@@H:12]([CH2:20][NH:21][C:22]([C:24]1[S:28][C:27]([CH2:29][CH2:30][CH2:31][CH2:32][NH:33][C:34]2[NH:35][CH2:36][CH2:37][N:38]=2)=[N:26][N:25]=1)=[O:23])[C:13]([OH:15])=[O:14])=[O:10])[C:2]1[CH:3]=[CH:4][CH:5]=[CH:6][CH:7]=1 |f:3.4|. Reported procedure: t-Butyl 2(S)-benzyloxycarbonylamino-3-[[2-[4-[(N-imidazolin-2-yl)amino]butyl]-1,3,4-thiadiazol-5-yl]carbonyl]aminopropionate (100 mg, 0.18 mmol) was dissolved in CH2Cl2 containg 0.25 mL of TFA. The solution was stirred at rt for 24 hrs. Concentration gave the product(80 mg, 89% yield). 1H NMR(300 MHz, DMSO-d6)δ1.56(m, 2H), 1.86(m, 2H), 3.18(m, 4H), 3.54(m, 1H), 3.58(s, 4H), 3.66(m, 1H), 4.10(m, 1H), 5.00(s, 2H), 7.30(m, 5H), 7.76(d, 1H), 8.16(t, 1H), 9.10(t, 1H); MS(ESI) Calc. for (M+1)+ : 491. ...